The task is: describe an organic reaction: reactants, conditions, products, and yield. This data is from the Open Reaction Database (ORD), a public repository of structured organic reaction records. The reactants are NC1=NC(=CC(=N1)N1C[C@H](CCC1)C(=O)NC1=CC(=CC=C1)OC)C1=CC(=C(C=C1)C#N)F ((3S)-1-[2-amino-6-(4-cyano-3-fluorophenyl)-4-pyrimidinyl]-N-[3-(methyloxy)phenyl]-3-piperidinecarboxamide), CCO (EtOH), CCN(C(C)C)C(C)C (Hunig's base), NN (hydrazine). Solvent: O (water), CCOC(=O)C (EtOAc). Conditions: temperature 150 celsius. Yields the product NC1=NC(=CC(=N1)N1C[C@H](CCC1)C(=O)NC1=CC(=CC=C1)OC)C1=CC=C2C(=NNC2=C1)N ((3S)-1-[2-Amino-6-(3-amino-1H-indazol-6-yl)-4-pyrimidinyl]-N-[3-(methyloxy)phenyl]-3-piperidinecarboxamide). The yield is 46.1%. Reaction SMILES: [NH2:1][C:2]1[N:7]=[C:6]([N:8]2[CH2:13][CH2:12][CH2:11][C@H:10]([C:14]([NH:16][C:17]3[CH:22]=[CH:21][CH:20]=[C:19]([O:23][CH3:24])[CH:18]=3)=[O:15])[CH2:9]2)[CH:5]=[C:4]([C:25]2[CH:30]=[CH:29][C:28]([C:31]#[N:32])=[C:27](F)[CH:26]=2)[N:3]=1.CCO.CCN(C(C)C)C(C)C.[NH2:46][NH2:47]>O.CCOC(C)=O>[NH2:1][C:2]1[N:7]=[C:6]([N:8]2[CH2:13][CH2:12][CH2:11][C@H:10]([C:14]([NH:16][C:17]3[CH:22]=[CH:21][CH:20]=[C:19]([O:23][CH3:24])[CH:18]=3)=[O:15])[CH2:9]2)[CH:5]=[C:4]([C:25]2[CH:26]=[C:27]3[C:28]([C:31]([NH2:32])=[N:46][NH:47]3)=[CH:29][CH:30]=2)[N:3]=1. Procedure: Into a microwave tube, (3S)-1-[2-amino-6-(4-cyano-3-fluorophenyl)-4-pyrimidinyl]-N-[3-(methyloxy)phenyl]-3-piperidinecarboxamide (190 mg, 0.426 mmol), 3 mL of EtOH, Hunig's base (0.223 l, 1.277 mmol), and hydrazine anhydrous (0.053 ml, 1.702 mmol) were added, and the yellow mixture was heated at 150° C. for 180 minutes under microwave conditions. The solution turned black. LCMS showed mainly product. The black solids were filtered off and the yellow filtrate was evaporated. To the resulting brow... Reactants: BrC=1C=CC(=C(C1)OC)Cl (5-bromo-2-chloroanisol), [Li]CCCC (n-BuLi), C(C)(C)(C)OC(=O)N1CCC2(CC1)CCC(CC2)=O (9-oxo-3-aza-spiro[5.5]undecane-3-carboxylic acid tert-butyl ester). Run in C1CCOC1 (THF), C1CCOC1 (THF). Reaction conditions: time 30 minute. The product is ClC1=C(C=C(C=C1)C1=CCC2(CCNCC2)CC1)OC (9-(4-Chloro-3-methoxy-phenyl)-3-aza-spiro[5.5]undec-8-ene). RXN SMILES: Br[C:2]1[CH:3]=[CH:4][C:5]([Cl:10])=[C:6]([O:8][CH3:9])[CH:7]=1.[Li]CCCC.C(OC([N:23]1[CH2:28][CH2:27][C:26]2([CH2:33][CH2:32][C:31](=O)[CH2:30][CH2:29]2)[CH2:25][CH2:24]1)=O)(C)(C)C>C1COCC1>[Cl:10][C:5]1[CH:4]=[CH:3][C:2]([C:31]2[CH2:32][CH2:33][C:26]3([CH2:27][CH2:28][NH:23][CH2:24][CH2:25]3)[CH2:29][CH:30]=2)=[CH:7][C:6]=1[O:8][CH3:9]. Reported procedure: Was prepared according to method A with the following variation: A solution of 5-bromo-2-chloroanisol (1.26 g, 5.7 mmol) in THF (7 mL) was added drop-wise to a solution of n-BuLi (1.6 M in hexanes (3.8 mL, 6.1 mmol)) at −78° C. and stirred for 30 min. A solution of 9-oxo-3-aza-spiro[5.5]undecane-3-carboxylic acid tert-butyl ester (475 mg, 1.78 mmol) in THF (7 mL) was added. The mixture was stirred for 1 h. White solid. Mp. 182-185° C. Starting materials: C(#N)C1=C(C=C(CN2C=NC=C2CCC(=O)O)C=C1)F (3-[3-(4-Cyano-3-fluoro-benzyl)-3H-imidazol-4-yl]-propionic acid), C(CCl)Cl (EDC), CN1CCOCC1 (N-methylmorpholine), C(C)C1(CNCCCC1)C=1C=C(C=CC1)O (3-(3-ethyl-azepan-3-yl)-phenol), C=1C=CC2=C(C1)N=NN2O (HOBT). Run in CN(C)C=O (DMF). Conditions: time 18 hour. The product is C(C)C1(CN(CCCC1)C(CCC1=CN=CN1CC1=CC(=C(C#N)C=C1)F)=O)C1=CC(=CC=C1)O (4-(5-{3-[3-ethyl-3-(3-hydroxy-phenyl)-azepan-1-yl]-3-oxo-propyl}-imidazol-1-ylmethyl)-2-fluoro-benzonitrile). As a reaction SMILES: [C:1]([C:3]1[CH:19]=[CH:18][C:6]([CH2:7][N:8]2[C:12]([CH2:13][CH2:14][C:15]([OH:17])=O)=[CH:11][N:10]=[CH:9]2)=[CH:5][C:4]=1[F:20])#[N:2].[CH2:21]([C:23]1([C:30]2[CH:31]=[C:32]([OH:36])[CH:33]=[CH:34][CH:35]=2)[CH2:29][CH2:28][CH2:27][CH2:26][NH:25][CH2:24]1)[CH3:22].C1C=CC2N(O)N=NC=2C=1.C(Cl)CCl.CN1CCOCC1>CN(C=O)C>[CH2:21]([C:23]1([C:30]2[CH:35]=[CH:34][CH:33]=[C:32]([OH:36])[CH:31]=2)[CH2:29][CH2:28][CH2:27][CH2:26][N:25]([C:15](=[O:17])[CH2:14][CH2:13][C:12]2[N:8]([CH2:7][C:6]3[CH:18]=[CH:19][C:3]([C:1]#[N:2])=[C:4]([F:20])[CH:5]=3)[CH:9]=[N:10][CH:11]=2)[CH2:24]1)[CH3:22]. Procedure: 3-[3-(4-Cyano-3-fluoro-benzyl)-3H-imidazol-4-yl]-propionic acid, as described above in Step E, (0.56 g, 0.78 mmol) and 3-(3-ethyl-azepan-3-yl)-phenol, as described above in Step J, (0.182 g, 0.78 mmol), HOBT (0.126 g, 0.936 mmol), EDC (0.179 g, 0.936 mmol) and N-methylmorpholine (0.257 mL, 2.34 mmol) were dissolved in DMF (15 mL) and stirred at ambient temperature for 18 h. The DMF was removed in vacuo and the residue was partitioned between EtOAc and saturated aqueous NaHCO3 solution. The organ... The reactants are C([O-])(O)=O.[Na+] (sodium bicarbonate), solution, Br[Mg]C1=CC=C(C=C1)C(F)(F)F (bromo[4-(trifluoromethyl)phenyl]magnesium), FC1=CC=C(C=C1)C1=C2C(CC(OC2=CC(=C1C=O)C(C)C)(C)C)=O (5-(4-Fluorophenyl)-7-isopropyl-2,2-dimethyl-4-oxochroman-6-carbaldehyde). The solvent is O1CCCC1 (tetrahydrofuran), O1CCCC1 (tetrahydrofuran). Run at time 45 minute. The product is FC1=CC=C(C=C1)C1=C2C(CC(OC2=CC(=C1C(C1=CC=C(C=C1)C(F)(F)F)O)C(C)C)(C)C)=O (rac-5-(4-Fluorophenyl)-6-{hydroxy[4-(trifluoromethyl)phenyl]methyl}-7-isopropyl-2,2-dimethyl-2,3-dihydro-4H-chromen-4-one). RXN SMILES: Br[Mg][C:3]1[CH:8]=[CH:7][C:6]([C:9]([F:12])([F:11])[F:10])=[CH:5][CH:4]=1.[F:13][C:14]1[CH:19]=[CH:18][C:17]([C:20]2[C:29]([CH:30]=[O:31])=[C:28]([CH:32]([CH3:34])[CH3:33])[CH:27]=[C:26]3[C:21]=2[C:22](=[O:37])[CH2:23][C:24]([CH3:36])([CH3:35])[O:25]3)=[CH:16][CH:15]=1.C(=O)(O)[O-].[Na+]>O1CCCC1>[F:13][C:14]1[CH:19]=[CH:18][C:17]([C:20]2[C:29]([CH:30]([OH:31])[C:3]3[CH:8]=[CH:7][C:6]([C:9]([F:12])([F:11])[F:10])=[CH:5][CH:4]=3)=[C:28]([CH:32]([CH3:33])[CH3:34])[CH:27]=[C:26]3[C:21]=2[C:22](=[O:37])[CH2:23][C:24]([CH3:35])([CH3:36])[O:25]3)=[CH:16][CH:15]=1 |f:2.3|. Reported procedure: At −78° C., 2.29 ml (1.15 mmol) of a freshly prepared 0.5 M solution of bromo[4-(trifluoromethyl)phenyl]magnesium in tetrahydrofuran are slowly added dropwise to a solution of 300 mg (881 μmol) of 5-(4-fluorophenyl)-7-isopropyl-2,2-dimethyl-4-oxochroman-6-carbaldehyde (Example 20A) in 7 ml of tetrahydrofuran. The mixture is then allowed to thaw slowly to −20° C. and stirred at this temperature for 45 min. A 10% strength sodium bicarbonate solution is then added, the mixture is extracted three ti... Reactants: Cl, NC1C2CC3CC1CN(C3)C2, O=C(O)c1ccc2[nH]ccc2c1. Product: Cl, O=C(NC1C2CC3CC1CN(C3)C2)c1ccc2[nH]ccc2c1. Reaction SMILES: [ClH:1].[N:2]12[CH2:3][CH:4]3[CH:5]([NH2:12])[CH:6]([CH2:7][CH:8]([CH2:9]1)[CH2:10]3)[CH2:11]2.[nH:13]1[cH:14][cH:15][c:16]2[cH:17][c:18]([C:22](=[O:23])[OH:24])[cH:19][cH:20][c:21]12>>[ClH:1].[N:2]12[CH2:3][CH:4]3[CH:5]([NH:12][C:22]([c:18]4[cH:17][c:16]5[cH:15][cH:14][nH:13][c:21]5[cH:20][cH:19]4)=[O:23])[CH:6]([CH2:7][CH:8]([CH2:9]1)[CH2:10]3)[CH2:11]2.